Dataset: the Open Reaction Database (ORD), a public repository of structured organic reaction records. Task: describe an organic reaction: reactants, conditions, products, and yield Starting materials: CC1(N(C(OC1)=O)C1=NC(=NC=C1)NC(C)C1=CC=C(C=C1)N1CCCCC1)C (4,4-dimethyl-3-(2-(1-(4-(piperidin-1-yl)phenyl)ethylamino)pyrimidin-4-yl)oxazolidin-2-one), CO (MeOH). The solvent is C(=O)=O (CO2). Yields the product CC1(N(C(OC1)=O)C1=NC(=NC=C1)N[C@@H](C)C1=CC=C(C=C1)N1CCCCC1)C ((S)-4,4-dimethyl-3-(2-(1-(4-(piperidin-1-yl)phenyl)ethylamino)pyrimidin-4-yl)oxazolidin-2-one), CC1(N(C(OC1)=O)C1=NC(=NC=C1)N[C@H](C)C1=CC=C(C=C1)N1CCCCC1)C ((R)-4,4-dimethyl-3-(2-(1-(4-(piperidin-1-yl)phenyl)ethylamino)pyrimidin-4-yl)oxazolidin-2-one). RXN SMILES: [CH3:1][C:2]1([CH3:29])[CH2:6][O:5][C:4](=[O:7])[N:3]1[C:8]1[CH:13]=[CH:12][N:11]=[C:10]([NH:14][CH:15]([C:17]2[CH:22]=[CH:21][C:20]([N:23]3[CH2:28][CH2:27][CH2:26][CH2:25][CH2:24]3)=[CH:19][CH:18]=2)[CH3:16])[N:9]=1.CO>C(=O)=O>[CH3:29][C:2]1([CH3:1])[CH2:6][O:5][C:4](=[O:7])[N:3]1[C:8]1[CH:13]=[CH:12][N:11]=[C:10]([NH:14][C@H:15]([C:17]2[CH:22]=[CH:21][C:20]([N:23]3[CH2:28][CH2:27][CH2:26][CH2:25][CH2:24]3)=[CH:19][CH:18]=2)[CH3:16])[N:9]=1.[CH3:29][C:2]1([CH3:1])[CH2:6][O:5][C:4](=[O:7])[N:3]1[C:8]1[CH:13]=[CH:12][N:11]=[C:10]([NH:14][C@@H:15]([C:17]2[CH:22]=[CH:21][C:20]([N:23]3[CH2:28][CH2:27][CH2:26][CH2:25][CH2:24]3)=[CH:19][CH:18]=2)[CH3:16])[N:9]=1. Procedure: 4,4-dimethyl-3-(2-(1-(4-(piperidin-1-yl)phenyl)ethylamino)pyrimidin-4-yl)oxazolidin-2-one (example 183, 70 mg) was resolved on a column (IA 4.6×100 mm) using 40% MeOH in CO2 to give (S)-4,4-dimethyl-3-(2-(1-(4-(piperidin-1-yl)phenyl)ethylamino)pyrimidin-4-yl)oxazolidin-2-one and (R)-4,4-dimethyl-3-(2-(1-(4-(piperidin-1-yl)phenyl)ethylamino)pyrimidin-4-yl)oxazolidin-2-one.